Dataset: the Open Reaction Database (ORD), a public repository of structured organic reaction records. Task: describe an organic reaction: reactants, conditions, products, and yield Reactants: C(CC1=CC=CC=C1)Br (phenethyl bromide), C(=O)([O-])[O-].[K+].[K+] (K2CO3), C(=O)(OCC1=CC=CC=C1)C(N(C(=O)C1CCC1)NC1=C(C=CC=C1)C)C1CNCCN1 (N-(Carbobenzyloxypiperazin-3-ylmethyl)-N-(2′-methylanilino)cyclobutylcarboxamide). Reagents/catalysts: [Pd] (Pd-C). Solvent: CC#N (CH3CN), CO (CH3OH). Run at time 12 hour. The product is C(CC1=CC=CC=C1)C(N(C(=O)C1CCC1)NC1=C(C=CC=C1)C)C1CNCCN1 (N-(Phenethyl-piperazin-3-ylmethyl)-N-(2′-methylanilino)cyclobutylcarboxamide). Yield: 41.5%. As a reaction SMILES: [C:1]([CH:11]([CH:27]1[NH:32][CH2:31][CH2:30][NH:29][CH2:28]1)[N:12]([NH:19][C:20]1[CH:25]=[CH:24][CH:23]=[CH:22][C:21]=1[CH3:26])[C:13]([CH:15]1[CH2:18][CH2:17][CH2:16]1)=[O:14])(OCC1C=CC=CC=1)=O.C(Br)[CH2:34][C:35]1[CH:40]=[CH:39][CH:38]=[CH:37][CH:36]=1.C([O-])([O-])=O.[K+].[K+]>CO.CC#N.[Pd]>[CH2:1]([CH:11]([CH:27]1[NH:32][CH2:31][CH2:30][NH:29][CH2:28]1)[N:12]([NH:19][C:20]1[CH:25]=[CH:24][CH:23]=[CH:22][C:21]=1[CH3:26])[C:13]([CH:15]1[CH2:18][CH2:17][CH2:16]1)=[O:14])[CH2:34][C:35]1[CH:40]=[CH:39][CH:38]=[CH:37][CH:36]=1 |f:2.3.4|. Reported procedure: A solution of 213 (0.302 mmol, 127 mg) in CH3OH (1 mL) at 25° C. was treated with 30% Pd-C (25 mg) and then placed under a hydrogen atmosphere. The reaction mixture stirred for 12 h and then was filtered through a pad of celite. The solvents were removed in vacuo and the resulting oil was then treated with phenethyl bromide (1.5, equiv, 0.453 mmol, 62 μL) and K2CO3 (2.0 equiv, 0.604 mmol, 83 mg) in CH3CN (1.0 mL). The reaction mixture stirred for 12 h at 65° C. The reaction mixture was then puri... Reactants: C(C(=O)Cl)(=O)Cl (oxalyl chloride), CS(=O)C (DMSO), [Si](C)(C)(C(C)(C)C)O[C@@H]1[C@H](N(CC1)\N=C\C1=C(C(=C(C#N)C=C1)Cl)C)CO (4-((E)-((2R,3S)-3-(tert-butyldimethylsilyloxy)-2-(hydroxymethyl)pyrrolidin-1-ylimino)methyl)-2-chloro-3-methylbenzonitrile). Solvent: C(Cl)Cl (DCM), C(Cl)Cl (DCM). Reaction conditions: time 30 minute. Yields the product [Si](C)(C)(C(C)(C)C)O[C@@H]1[C@H](N(CC1)\N=C\C1=C(C(=C(C#N)C=C1)Cl)C)C=O (4-((E)-((2S,3S)-3-(tert-butyldimethylsilyloxy)-2-formylpyrrolidin-1-ylimino)methyl)-2-chloro-3-methylbenzonitrile). RXN SMILES: C(Cl)(=O)C(Cl)=O.CS(C)=O.[Si:11]([O:18][C@H:19]1[CH2:23][CH2:22][N:21](/[N:24]=[CH:25]/[C:26]2[CH:33]=[CH:32][C:29]([C:30]#[N:31])=[C:28]([Cl:34])[C:27]=2[CH3:35])[C@@H:20]1[CH2:36][OH:37])([C:14]([CH3:17])([CH3:16])[CH3:15])([CH3:13])[CH3:12]>C(Cl)Cl>[Si:11]([O:18][C@H:19]1[CH2:23][CH2:22][N:21](/[N:24]=[CH:25]/[C:26]2[CH:33]=[CH:32][C:29]([C:30]#[N:31])=[C:28]([Cl:34])[C:27]=2[CH3:35])[C@@H:20]1[CH:36]=[O:37])([C:14]([CH3:17])([CH3:16])[CH3:15])([CH3:13])[CH3:12]. Reported procedure: To a solution of oxalyl chloride (1.92 mL, 0.022 moles) in dry DCM (25 mL) at −78° C. was added DMSO (3.12 mL, 0.044 moles) and stirred for 30 min. Then to the reaction mixture at the same temperature was added a solution of 4-((E)-((2R,3S)-3-(tert-butyldimethylsilyloxy)-2-(hydroxymethyl)pyrrolidin-1-ylimino)methyl)-2-chloro-3-methylbenzonitrile (IVa) (7.5 g, 0.0184 moles) in 100 mL DCM and continued stirring for 1 h. The reaction mixture was quenched with triethylamine (13 mL) at −30° C. and st... RXN SMILES: [CH3:1][O:2][C:3]([CH:4]([CH2:5][C:6](=[CH2:7])[CH3:8])[c:9]1[cH:10][c:11]([N:25]([c:26]2[cH:27][cH:28][c:29]([C:32]([F:33])([F:34])[F:35])[cH:30][cH:31]2)[CH2:36][CH:37]([CH3:38])[CH3:39])[n:12][c:13](-[c:15]2[cH:16][cH:17][c:18]([C:21]([F:22])([F:23])[F:24])[cH:19][cH:20]2)[cH:14]1)=[O:40].[CH3:41][OH:42]>>[CH3:1][O:2][C:3]([CH:4]([CH2:5][CH:6]([CH3:7])[CH3:8])[c:9]1[cH:10][c:11]([N:25]([c:26]2[cH:27][cH:28][c:29]([C:32]([F:33])([F:34])[F:35])[cH:30][cH:31]2)[CH2:36][CH:37]([CH3:38])[CH3:39])[n:12][c:13](-[c:15]2[cH:16][cH:17][c:18]([C:21]([F:22])([F:23])[F:24])[cH:19][cH:20]2)[cH:14]1)=[O:40]. The product is COC(=O)C(CC(C)C)c1cc(-c2ccc(C(F)(F)F)cc2)nc(N(CC(C)C)c2ccc(C(F)(F)F)cc2)c1. Reactants: C=C(C)CC(C(=O)OC)c1cc(-c2ccc(C(F)(F)F)cc2)nc(N(CC(C)C)c2ccc(C(F)(F)F)cc2)c1, CO.